From a dataset of the Open Reaction Database (ORD), a public repository of structured organic reaction records. describe an organic reaction: reactants, conditions, products, and yield The reactants are C(C1=CC=CC=C1)(=O)C=1C(=CC=C2C(=CC(OC12)=O)C)O (8-benzoyl-7-hydroxy-4-methyl-chromen-2-one), BrCC(=O)C1=CC=CC=C1 (2-bromoacetophenone), C(=O)([O-])[O-].[K+].[K+] (K2CO3). Solvent: CC#N (CH3CN). Product: C(C1=CC=CC=C1)(=O)C1=C(C=2C(=CC=C3C(=CC(OC23)=O)C)O1)C1=CC=CC=C1 (8-benzoyl-4-methyl-9-phenyl-furo[2,3-h]chromen-2-one). RXN SMILES: [C:1]([C:9]1[C:10]([OH:21])=[CH:11][CH:12]=[C:13]2[C:18]=1[O:17][C:16](=[O:19])[CH:15]=[C:14]2[CH3:20])(=O)[C:2]1[CH:7]=[CH:6][CH:5]=[CH:4][CH:3]=1.Br[CH2:23][C:24]([C:26]1[CH:31]=[CH:30][CH:29]=[CH:28][CH:27]=1)=[O:25].C([O-])([O-])=O.[K+].[K+]>CC#N>[C:24]([C:23]1[O:21][C:10]2=[CH:11][CH:12]=[C:13]3[C:18]([O:17][C:16](=[O:19])[CH:15]=[C:14]3[CH3:20])=[C:9]2[C:1]=1[C:2]1[CH:7]=[CH:6][CH:5]=[CH:4][CH:3]=1)(=[O:25])[C:26]1[CH:31]=[CH:30][CH:29]=[CH:28][CH:27]=1 |f:2.3.4|. Reported procedure: The route shown in Scheme 1 exemplifies synthesis of the coumarin compounds of the present invention. Triethylamine is added to a solution of 7-hydroxy-4-methyl-chromen-2-one (i) and a benzoyl chloride (ii) in THF at room temperature. The reaction mixture is stirred at room temperature overnight and filtered. The filtrate is concentrated to afford a 7-benzoyloxy-4-methyl-coumarin (iii). A mixture of compound (iii) and finely powdered aluminum chloride is heated at 170° C. for 2 hours to afford a...